This data is from the Open Reaction Database (ORD), a public repository of structured organic reaction records. The task is: describe an organic reaction: reactants, conditions, products, and yield Reactants: C(CCC)C1C2C=CC(C1)C2 (5-butyl-2-norbornene), C=CCCCC (1-hexene), [I-].C(C)[Al+]CC (diethylaluminum iodide). The solvent is C1(=CC=CC=C1)C (toluene). Product: C(CCC)C1C2C=CC(C1)C2.C=CCCCC (5-Butyl-2-Norbornene 1-Hexene). Reaction SMILES: [CH2:1]([CH:5]1[CH2:10][CH:9]2[CH2:11][CH:6]1[CH:7]=[CH:8]2)[CH2:2][CH2:3][CH3:4].[CH2:12]=[CH:13][CH2:14][CH2:15][CH2:16][CH3:17].[I-].C([Al+]CC)C>C1(C)C=CC=CC=1>[CH2:1]([CH:5]1[CH2:10][CH:9]2[CH2:11][CH:6]1[CH:7]=[CH:8]2)[CH2:2][CH2:3][CH3:4].[CH2:12]=[CH:13][CH2:14][CH2:15][CH2:16][CH3:17] |f:2.3,5.6|. Reported procedure: 50 ml dry toluene cosolvent, 7 ml 5-butyl-2-norbornene, 0.5 ml 1-hexene solution, and 0.6 ml diethylaluminum iodide solution were charged to a dry, nitrogen-purged 7 oz. bottle. 0.75 ml of the MoCl5 solution was shortstopped using a mixture of 0.1 ml ethanolamine, 0.5 ml Solution A and 1 ml of an antioxidant solution (0.1 g/ml of 2,2'-methylenebis-[4-methyl-6-t-butylphenol] in toluene). The polymer cement was coagulated using excess Solution A in a Waring blender. A solid weighing 6.4 grams was ... The reactants are CS(=O)(=O)Cl, ClCCl, OCCCF. Yields the product CS(=O)(=O)OCCCF. As a reaction SMILES: [CH3:1][S:2]([Cl:3])(=[O:4])=[O:5].[Cl:11][CH2:12][Cl:13].[F:6][CH2:7][CH2:8][CH2:9][OH:10]>>[CH3:1][S:2](=[O:4])(=[O:5])[O:10][CH2:9][CH2:8][CH2:7][F:6]. The product is FC(C(=O)O)(F)F.C(CCC)N(C)CC1=CC(=CS1)C=1C=C2C(=CNC2=C(C1)C(=O)N)C1CCN(CC1)S(=O)(=O)CC (5-(5-{[butyl(methyl)amino]methyl}-3-thienyl)-3-[1-(ethylsulfonyl)-4-piperidinyl]-1H-indole-7-carboxamide trifluoroacetate). The reactants are FC(C(=O)O)(F)F.C(C)N(C)CC1=CC(=CS1)C=1C=C2C(=CNC2=C(C1)C(=O)N)C1CCN(CC1)S(=O)(=O)CC (5-(5-{[ethyl(methyl)amino]methyl}-3-thienyl)-3-[1-(ethylsulfonyl)-4-piperidinyl]-1H-indole-7-carboxamide trifluoroacetate), CNCC (N-methylethanamine). Yield: 15.8%. Procedure details: The title compound was prepared according to the general procedure of 5-(5-{[ethyl(methyl)amino]methyl}-3-thienyl)-3-[1-(ethylsulfonyl)-4-piperidinyl]-1H-indole-7-carboxamide trifluoroacetate, substituting butyl(methyl)amine (87 mg, 1.0 mmol) for N-methylethanamine to afford 10 mg of the title compound (15.8%). RXN SMILES: [F:1][C:2]([F:7])([F:6])[C:3]([OH:5])=[O:4].[CH2:8]([N:10]([CH2:12][C:13]1[S:17][CH:16]=[C:15]([C:18]2[CH:19]=[C:20]3[C:24](=[C:25]([C:27]([NH2:29])=[O:28])[CH:26]=2)[NH:23][CH:22]=[C:21]3[CH:30]2[CH2:35][CH2:34][N:33]([S:36]([CH2:39][CH3:40])(=[O:38])=[O:37])[CH2:32][CH2:31]2)[CH:14]=1)[CH3:11])[CH3:9].CN[CH2:43][CH3:44]>>[F:1][C:2]([F:7])([F:6])[C:3]([OH:5])=[O:4].[CH2:8]([N:10]([CH2:12][C:13]1[S:17][CH:16]=[C:15]([C:18]2[CH:19]=[C:20]3[C:24](=[C:25]([C:27]([NH2:29])=[O:28])[CH:26]=2)[NH:23][CH:22]=[C:21]3[CH:30]2[CH2:35][CH2:34][N:33]([S:36]([CH2:39][CH3:40])(=[O:37])=[O:38])[CH2:32][CH2:31]2)[CH:14]=1)[CH3:11])[CH2:9][CH2:43][CH3:44] |f:0.1,3.4|.